From a dataset of the Open Reaction Database (ORD), a public repository of structured organic reaction records. describe an organic reaction: reactants, conditions, products, and yield The reactants are solution, C(C)(C)(C)C1=CC=C(C=C1)C1N(C(C2=CC=CC=C2C1)=O)C (3-(4-t-butylphenyl)-2-methyl-1-oxo-1,2,3,4-tetrahydroisoquinoline), [H-].[Al+3].[Li+].[H-].[H-].[H-] (lithium aluminum hydride), [OH-].[Na+] (sodium hydroxide). Run in C1CCOC1 (THF), C1CCOC1 (THF), O (water). Product: C(C)(C)(C)C1=CC=C(C=C1)C1N(CC2=CC=CC=C2C1)C (3-(4-t-butylphenyl)-2-methyl-1,2,3,4-tetrahydroisoquinoline). Isolated yield 78.8%. As a reaction SMILES: [H-].[Al+3].[Li+].[H-].[H-].[H-].[C:7]([C:11]1[CH:16]=[CH:15][C:14]([CH:17]2[CH2:26][C:25]3[C:20](=[CH:21][CH:22]=[CH:23][CH:24]=3)[C:19](=O)[N:18]2[CH3:28])=[CH:13][CH:12]=1)([CH3:10])([CH3:9])[CH3:8].[OH-].[Na+]>C1COCC1.O>[C:7]([C:11]1[CH:16]=[CH:15][C:14]([CH:17]2[CH2:26][C:25]3[C:20](=[CH:21][CH:22]=[CH:23][CH:24]=3)[CH2:19][N:18]2[CH3:28])=[CH:13][CH:12]=1)([CH3:10])([CH3:8])[CH3:9] |f:0.1.2.3.4.5,7.8|. Reported procedure: To 20 ml of THF in which 0.83 g of lithium aluminum hydride is suspended, 20 ml of a solution containing 0.32 g of 3-(4-t-butylphenyl)-2-methyl-1-oxo-1,2,3,4-tetrahydroisoquinoline in THF was added and the mixture was heated to reflux for 4 hours. After the reaction, 10 ml of 10% aqueous sodium hydroxide solution was gradually added to the resulting mixture cooled in iced water and the generated precipitates were removed by filtration through Celite. After concentrating the filtrate, the aqueous... The reactants are ClC=1C=C2C(=NC1)N(C(=C2)C(=O)NC2=C(C=C(C=C2)B2OC(C(O2)(C)C)(C)C)OC)C (5-Chloro-N-(2-methoxy-4-(4,4,5,5-tetramethyl-1,3,2-dioxaborolan-2-yl)phenyl)-1-methyl-1H-pyrrolo[2,3-b]pyridine-2-carboxamide), BrC=1N=C(N2C1C(=NC=C2)C)[C@@H]2CC[C@H](CC2)N2CCN(CC2)C (1-bromo-8-methyl-3-((trans)-4-(4-methylpiperazin-1-yl)cyclohexyl)imidazo[1,5-a]pyrazine). Product: ClC=1C=C2C(=NC1)N(C(=C2)C(=O)NC2=C(C=C(C=C2)C=2N=C(N1C2C(=NC=C1)C)[C@@H]1CC[C@H](CC1)N1CCN(CC1)C)OC)C (5-chloro-N-(2-methoxy-4-(8-methyl-3-((trans)-4-(4-methylpiperazin-1-yl)cyclohexyl)imidazo[1,5-a]pyrazin-1-yl)phenyl)-1-methyl-1H-pyrrolo[2,3-b]pyridine-2-carboxamide). Isolated yield 56.3%. Reaction SMILES: [Cl:1][C:2]1[CH:3]=[C:4]2[CH:10]=[C:9]([C:11]([NH:13][C:14]3[CH:19]=[CH:18][C:17](B4OC(C)(C)C(C)(C)O4)=[CH:16][C:15]=3[O:29][CH3:30])=[O:12])[N:8]([CH3:31])[C:5]2=[N:6][CH:7]=1.Br[C:33]1[N:34]=[C:35]([C@H:43]2[CH2:48][CH2:47][C@H:46]([N:49]3[CH2:54][CH2:53][N:52]([CH3:55])[CH2:51][CH2:50]3)[CH2:45][CH2:44]2)[N:36]2[CH:41]=[CH:40][N:39]=[C:38]([CH3:42])[C:37]=12>>[Cl:1][C:2]1[CH:3]=[C:4]2[CH:10]=[C:9]([C:11]([NH:13][C:14]3[CH:19]=[CH:18][C:17]([C:33]4[N:34]=[C:35]([C@H:43]5[CH2:44][CH2:45][C@H:46]([N:49]6[CH2:50][CH2:51][N:52]([CH3:55])[CH2:53][CH2:54]6)[CH2:47][CH2:48]5)[N:36]5[CH:41]=[CH:40][N:39]=[C:38]([CH3:42])[C:37]=45)=[CH:16][C:15]=3[O:29][CH3:30])=[O:12])[N:8]([CH3:31])[C:5]2=[N:6][CH:7]=1. Procedure details: 5-Chloro-N-(2-methoxy-4-(4,4,5,5-tetramethyl-1,3,2-dioxaborolan-2-yl)phenyl)-1-methyl-1H-pyrrolo[2,3-b]pyridine-2-carboxamide (34 mg) and 1-bromo-8-methyl-3-((trans)-4-(4-methylpiperazin-1-yl)cyclohexyl)imidazo[1,5-a]pyrazine (30 mg) were reacted according to the procedure described in example 4 step 4c and purified by column chromatography (silica gel; dichloromethane with gradient 0 to 20% of methanol (containing 0.1% ammonium hydroxide)) to give 5-chloro-N-(2-methoxy-4-(8-methyl-3-((trans)-4-... The reactants are C(C)(C)(C)OC(=O)NCC1CCNCC1 (4-(tert-Butoxycarbonylaminomethyl)piperidine), C1OC(C(CCCl)OC1)C1=CC=C(C=C1)OC (4-ethylenedioxy-4-(4-methoxyphenyl)butyl chloride), C([O-])([O-])=O.[K+].[K+] (potassium carbonate). The product is C1OC(C(CCN2CCC(CC2)CNC(=O)OC(C)(C)C)OC1)C1=CC=C(C=C1)OC (1-(4-ethylenedioxy-4-(4-methoxyphenyl)butyl)-4-(tert-butoxycarbonylaminomethyl)piperidine). Isolated yield 37.7%. As a reaction SMILES: [C:1]([O:5][C:6]([NH:8][CH2:9][CH:10]1[CH2:15][CH2:14][NH:13][CH2:12][CH2:11]1)=[O:7])([CH3:4])([CH3:3])[CH3:2].[CH2:16]1[CH2:24][O:23][CH:19]([CH2:20][CH2:21]Cl)[CH:18]([C:25]2[CH:30]=[CH:29][C:28]([O:31][CH3:32])=[CH:27][CH:26]=2)[O:17]1.C(=O)([O-])[O-].[K+].[K+]>>[CH2:16]1[CH2:24][O:23][CH:19]([CH2:20][CH2:21][N:13]2[CH2:12][CH2:11][CH:10]([CH2:9][NH:8][C:6]([O:5][C:1]([CH3:4])([CH3:2])[CH3:3])=[O:7])[CH2:15][CH2:14]2)[CH:18]([C:25]2[CH:30]=[CH:29][C:28]([O:31][CH3:32])=[CH:27][CH:26]=2)[O:17]1 |f:2.3.4|. Procedure: 4-(tert-Butoxycarbonylaminomethyl)piperidine (10.0 g) as a starting compound, 4-ethylenedioxy-4-(4-methoxyphenyl)butyl chloride (12.0 g) and potassium carbonate (19.3 g) were reacted and treated in the same manner as in Preparation Example 181 to give 7.65 g of 1-(4-ethylenedioxy-4-(4-methoxyphenyl)butyl)-4-(tert-butoxycarbonylaminomethyl)piperidine. Starting materials: ClC=1C=C(C(=O)O)C=CC1C(NC1=CC(=C(C=C1)Cl)C1=NC=CC=C1)=O (3-chloro-4-(4-chloro-3-(pyridin-2-yl)phenylcarbamoyl)benzoic acid), COC1=CC=C(C=N1)N (6-methoxypyridin-3-amine). Product: ClC1=C(C(=O)NC2=CC(=C(C=C2)Cl)C2=NC=CC=C2)C=CC(=C1)C(=O)NC=1C=NC(=CC1)OC (2-chloro-N1-(4-chloro-3-(pyridin-2-yl)phenyl)-N4-(6-methoxypyridin-3-yl)terephthalamide). Reaction SMILES: [Cl:1][C:2]1[CH:3]=[C:4]([CH:8]=[CH:9][C:10]=1[C:11](=[O:26])[NH:12][C:13]1[CH:18]=[CH:17][C:16]([Cl:19])=[C:15]([C:20]2[CH:25]=[CH:24][CH:23]=[CH:22][N:21]=2)[CH:14]=1)[C:5]([OH:7])=O.[CH3:27][O:28][C:29]1[N:34]=[CH:33][C:32]([NH2:35])=[CH:31][CH:30]=1>>[Cl:1][C:2]1[CH:3]=[C:4]([C:5]([NH:35][C:32]2[CH:33]=[N:34][C:29]([O:28][CH3:27])=[CH:30][CH:31]=2)=[O:7])[CH:8]=[CH:9][C:10]=1[C:11]([NH:12][C:13]1[CH:18]=[CH:17][C:16]([Cl:19])=[C:15]([C:20]2[CH:25]=[CH:24][CH:23]=[CH:22][N:21]=2)[CH:14]=1)=[O:26]. Reported procedure: 50 mg of 3-chloro-4-(4-chloro-3-(pyridin-2-yl)phenylcarbamoyl)benzoic acid was coupled to 6-methoxypyridin-3-amine via Procedure G. The crude product was purified on reverse phase HPLC to yield 2-chloro-N1-(4-chloro-3-(pyridin-2-yl)phenyl)-N4-(6-methoxypyridin-3-yl)terephthalamide. Reactants: CC(C)(C)N, O=Cc1ccccc1, O, CC(C)(C)[N+]([O-])=Cc1ccccc1. Yields the product CC(C)(C)N=Cc1ccccc1. RXN SMILES: [C:22]([NH2:23])([CH3:24])([CH3:25])[CH3:26].[CH:14]([c:15]1[cH:16][cH:17][cH:18][cH:19][cH:20]1)=[O:21].[OH2:27].[c:1]1([CH:7]=[N+:8]([O-:9])[C:10]([CH3:11])([CH3:12])[CH3:13])[cH:2][cH:3][cH:4][cH:5][cH:6]1>>[c:1]1([CH:7]=[N:8][C:10]([CH3:11])([CH3:12])[CH3:13])[cH:2][cH:3][cH:4][cH:5][cH:6]1.